This data is from the Open Reaction Database (ORD), a public repository of structured organic reaction records. The task is: describe an organic reaction: reactants, conditions, products, and yield The reactants are FC(CC[C@@H]1C[C@H](OC1=O)[C@H](CC1=CC=CC=C1)NC(=O)C1=NC2=CC=CC=C2N=C1)(C)C (QUINOXALINE-2-CARBOXYLIC ACID {1(S)-[4(R)-(3-FLUORO-3-METHYL-BUTYL)-5-OXO-TETRAHYDRO-FURAN-2(S)-YL]-2-PHENYL-ETHYL}-AMIDE), C(C)(=O)O (acetic acid), C(C1=CC=CC=C1)N (benzylamine). Solvent: O1CCOCC1 (dioxane), O (water). Yields the product C(C1=CC=CC=C1)[C@@H]([C@H](C[C@@H](CCC(C)(C)F)C(NCC1=CC=CC=C1)=O)O)NC(=O)C1=NC2=CC=CC=C2N=C1 (QUINOXALINE-2-CARBOXYLIC ACID (1(S)-BENZYL-4(R)-BENZYLCARBAMOYL-7-FLUORO-2(S)-HYDROXY-7-METHYL-OCTYL)-AMIDE). Yield: 56.0%. As a reaction SMILES: [F:1][C:2]([CH3:33])([CH3:32])[CH2:3][CH2:4][C@H:5]1[C:9](=[O:10])[O:8][C@H:7]([C@@H:11]([NH:19][C:20]([C:22]2[CH:31]=[N:30][C:29]3[C:24](=[CH:25][CH:26]=[CH:27][CH:28]=3)[N:23]=2)=[O:21])[CH2:12][C:13]2[CH:18]=[CH:17][CH:16]=[CH:15][CH:14]=2)[CH2:6]1.C(O)(=O)C.[CH2:38]([NH2:45])[C:39]1[CH:44]=[CH:43][CH:42]=[CH:41][CH:40]=1>O1CCOCC1.O>[CH2:12]([C@H:11]([NH:19][C:20]([C:22]1[CH:31]=[N:30][C:29]2[C:24](=[CH:25][CH:26]=[CH:27][CH:28]=2)[N:23]=1)=[O:21])[C@@H:7]([OH:8])[CH2:6][C@H:5]([C:9](=[O:10])[NH:45][CH2:38][C:39]1[CH:44]=[CH:43][CH:42]=[CH:41][CH:40]=1)[CH2:4][CH2:3][C:2]([F:1])([CH3:32])[CH3:33])[C:13]1[CH:14]=[CH:15][CH:16]=[CH:17][CH:18]=1. Procedure details: To a solution of the product from Method E (0.10 g, 0.22 mmol) in dioxane (2 mL) was added glacial acetic acid (0.038 mL, 0.66 mmol) and benzylamine (approx. 1 mL, excess). The resulting solution was warmed to reflux for 1 hour, cooled to ambient temperature and diluted with water. The solution was extracted with ethyl acetate and the combined organics were dried over magnesium sulfate (MgSO4), filtered and concentrated. Chromatography on silica gel, followed by recrystallization from methylene ... Reactants: O=C1CCCCCCC=CCCCCCCC1, CC(C)=O, [H][H], O. Product: O=C1CCCCCCCCCCCCCCC1. As a reaction SMILES: [C:1]1(=[O:17])[CH2:2][CH2:3][CH2:4][CH2:5][CH2:6][CH2:7][CH:8]=[CH:9][CH2:10][CH2:11][CH2:12][CH2:13][CH2:14][CH2:15][CH2:16]1.[CH3:18][C:19](=[O:20])[CH3:21].[H:22][H:23].[OH2:24]>>[C:1]1(=[O:17])[CH2:2][CH2:3][CH2:4][CH2:5][CH2:6][CH2:7][CH2:8][CH2:9][CH2:10][CH2:11][CH2:12][CH2:13][CH2:14][CH2:15][CH2:16]1. Starting materials: C(C)OC(C(CBr)=O)=O (3-Bromo-2-oxo-propionic acid ethyl ester), BrC=1C=CC(=NC1)NC(=S)N ((5-Bromo-pyridine-2-yl)-thiourea), O (water). The solvent is CN(C)C=O (DMF), CN(C)C=O (DMF). Reaction conditions: temperature 70 celsius, time 2 hour. Product: C(C)OC(=O)C=1N=C(SC1)NC1=NC=C(C=C1)Br (2-(5-bromo-pyridine-2-ylamino)-thiazole-4-carboxylic acid ethyl ester). The yield is 78.0%. Reaction SMILES: [Br:1][C:2]1[CH:3]=[CH:4][C:5]([NH:8][C:9]([NH2:11])=[S:10])=[N:6][CH:7]=1.[CH2:12]([O:14][C:15](=[O:20])[C:16](=O)[CH2:17]Br)[CH3:13].O>CN(C=O)C>[CH2:12]([O:14][C:15]([C:16]1[N:11]=[C:9]([NH:8][C:5]2[CH:4]=[CH:3][C:2]([Br:1])=[CH:7][N:6]=2)[S:10][CH:17]=1)=[O:20])[CH3:13]. Procedure details: (5-Bromo-pyridine-2-yl)-thiourea (1 mmol) is dissolved in DMF (2 ml) and 3-Bromo-2-oxo-propionic acid ethyl ester (1 eq.) is added and stirred 2 h at 70° C. The suspension is diluted with DMF (2 ml). After cooling to RT the reaction solution is poured into water and the resulting precipitate is filtered, washed with water and dried 16 h in vacuo at 40° C. “A4” is obtained as colourless powder in a yield of 78%; mp. 299.8-300.8° C.; HPLC (method C): 2.01 min; LC-MS (method A): 2.002 min, 327.95 (... Starting materials: 2-(4-bromo-2-fluorophenylamine) 6-chloro-nicotinic acid methyl ester, BrC1=CC(=C(C=C1)NC1=C(C(=O)O)C=CC(=N1)Cl)F (2-(4-bromo-2-fluorophenylamino)-6-chloro-nicotinic acid), CO.C1=CC=CC=C1 (methanol benzene), C[Si](C)(C)C=[N+]=[N-] ((trimethylsilyl)diazomethane). Reaction conditions: time 1 hour. Product: BrC1=CC(=C(C=C1)NC=1NC(C=CC1C(=O)O)=O)F (2-(4-Bromo-2-fluorophenylamino)-6-oxo-1,6-dihydropyridine-3-carboxylic acid). The yield is 93.0%. As a reaction SMILES: [Br:1][C:2]1[CH:7]=[CH:6][C:5]([NH:8][C:9]2[N:17]=[C:16](Cl)[CH:15]=[CH:14][C:10]=2[C:11]([OH:13])=[O:12])=[C:4]([F:19])[CH:3]=1.C[Si](C=[N+]=[N-])(C)C.C[OH:28].C1C=CC=CC=1>>[Br:1][C:2]1[CH:7]=[CH:6][C:5]([NH:8][C:9]2[NH:17][C:16](=[O:28])[CH:15]=[CH:14][C:10]=2[C:11]([OH:13])=[O:12])=[C:4]([F:19])[CH:3]=1 |f:2.3|. Procedure: Preparation of 2-(4-bromo-2-fluorophenylamine)-6-chloro-nicotinic acid methyl ester: To a suspension of 2-(4-bromo-2-fluorophenylamino)-6-chloro-nicotinic acid (5.00 g, 14.5 mmol) in methanol/benzene (1:1, 100 mL) under N2 was added (trimethylsilyl)diazomethane (2.0 M solution in hexanes) dropwise until the bubbling caused by gas evolution ceased. Solids precipitated out of solution. The reaction was allowed to stir for 1 hour. Excess (trimethylsilyl)diazomethane was quenched by the dropwise add...